This data is from the Open Reaction Database (ORD), a public repository of structured organic reaction records. The task is: describe an organic reaction: reactants, conditions, products, and yield Starting materials: O=Cc1ccc(-c2cc3ccccc3o2)cc1, Nc1ccc(Cl)cc1, CN(C)C=O, Cc1ccc(C#N)cc1. Product: N#Cc1ccc(C=Cc2ccc(-c3cc4ccccc4o3)cc2)cc1. Reaction SMILES: [CH:1](=[O:2])[c:3]1[cH:4][cH:5][c:6](-[c:9]2[cH:10][c:11]3[c:12]([o:13]2)[cH:14][cH:15][cH:16][cH:17]3)[cH:7][cH:8]1.[Cl:18][c:19]1[cH:20][cH:21][c:22]([NH2:23])[cH:24][cH:25]1.[O:35]=[CH:36][N:37]([CH3:38])[CH3:39].[c:26]1([CH3:34])[cH:27][cH:28][c:29]([C:32]#[N:33])[cH:30][cH:31]1>>[CH:1]([c:3]1[cH:4][cH:5][c:6](-[c:9]2[cH:10][c:11]3[c:12]([o:13]2)[cH:14][cH:15][cH:16][cH:17]3)[cH:7][cH:8]1)=[CH:34][c:26]1[cH:27][cH:28][c:29]([C:32]#[N:33])[cH:30][cH:31]1.